This data is from the Open Reaction Database (ORD), a public repository of structured organic reaction records. The task is: describe an organic reaction: reactants, conditions, products, and yield Starting materials: ClC1=CC(=CC=C1)C(=O)OO (m-chloroperbenzoic acid), ClC1=C(C=CC=C1)OC (1-chloro-2-methoxybenzene), C1(=C(C=CC=C1)[Mg]Br)C (o-tolylmagnesium bromide), C(=O)([O-])C(O)C(O)C(=O)[O-].[K+].[Na+] (sodium potassium tartrate), C(C)[Mg]Br (ethylmagnesium bromide), FeF3.3H2O, [Cl-].C(C)(C)C1=C(C(=CC=C1)C(C)C)[NH+]1CN(CC1)C1=C(C=CC=C1C(C)C)C(C)C (1,3-bis(2,6-diisopropylphenyl)imidazolinium chloride), C1(=CC=CC=C1)P(C1=CC=CC=C1)C1=CC=CC=C1 (triphenylphosphine). The solvent is C1CCOC1 (THF), C1CCOC1 (THF). Run at time 6 hour. The product is COC1=C(C=CC=C1)C1=C(C=CC=C1)C (2-methoxy-2′-methylbiphenyl). Isolated yield 95.0%. RXN SMILES: C([Mg]Br)C.[Cl-].[CH:6]([C:9]1[CH:14]=[CH:13][CH:12]=[C:11](C(C)C)[C:10]=1[NH+]1CCN(C2C(C(C)C)=CC=CC=2C(C)C)C1)(C)C.C1(P(C2C=CC=CC=2)C2C=CC=CC=2)C=CC=CC=1.Cl[C:55]1[CH:60]=[CH:59][CH:58]=[CH:57][C:56]=1[O:61][CH3:62].C1(C)C=CC=CC=1[Mg]Br.C(C(C(C([O-])=O)O)O)([O-])=O.[K+].[Na+].ClC1C=CC=C(C(OO)=O)C=1>C1COCC1>[CH3:62][O:61][C:56]1[CH:57]=[CH:58][CH:59]=[CH:60][C:55]=1[C:10]1[CH:11]=[CH:12][CH:13]=[CH:14][C:9]=1[CH3:6] |f:1.2,6.7.8|. Procedure: A THF solution of ethylmagnesium bromide (0.324 mL, 1.08 M, 0.35 mmol) was added to FeF3.3H2O (8.34 mg, 0.05 mmol) and 1,3-bis(2,6-diisopropylphenyl)imidazolinium chloride (63.8 mg, 0.15 mmol) and triphenylphosphine (13.1 mg, 0.05 mmol) at 0° C. under argon atmosphere. The following process was also performed under argon atmosphere. After stirring for six hours at room temperature, 1-chloro-2-methoxybenzene (142.6 mg, 1.0 mmol) and a THF solution of o-tolylmagnesium bromide (1.88 mL, 0.80 M, 1.5... The reactants are OC1=CC=C2C(C(=C(OC2=C1)C)C1=CC=C(C=C1)OC)=O (7-hydroxy-2-methyl-4′-methoxyisoflavone), C(=O)([O-])[O-].[K+].[K+] (K2CO3), C(C#C)Br (propargyl bromide). Solvent: CC(=O)C (acetone). Product: C(#CC)OC1=CC=C2C(C(=C(OC2=C1)C)C1=CC=C(C=C1)OC)=O (7-propynyloxy-2-methyl-4′-methoxyisoflavone). RXN SMILES: [OH:1][C:2]1[CH:11]=[C:10]2[C:5]([C:6](=[O:21])[C:7]([C:13]3[CH:18]=[CH:17][C:16]([O:19][CH3:20])=[CH:15][CH:14]=3)=[C:8]([CH3:12])[O:9]2)=[CH:4][CH:3]=1.C([O-])([O-])=O.[K+].[K+].[CH2:28](Br)[C:29]#[CH:30]>CC(C)=O>[C:28]([O:1][C:2]1[CH:11]=[C:10]2[C:5]([C:6](=[O:21])[C:7]([C:13]3[CH:18]=[CH:17][C:16]([O:19][CH3:20])=[CH:15][CH:14]=3)=[C:8]([CH3:12])[O:9]2)=[CH:4][CH:3]=1)#[C:29][CH3:30] |f:1.2.3|. Procedure details: A mixture of 7-hydroxy-2-methyl-4′-methoxyisoflavone (2.82 g, 0.01 mol), K2CO3 (2.8 g, 0.02 mol), Kl (0.166 g, 0.001 mol), propargyl bromide (1.78 g, 0.015 mol) and acetone (100 mL) was refluxed 10 h and hot filtered. The solvent was evaporated and the residue was crystallized by toluene. This yields 2.24 g of a product with the following characteristics: m.p. 139-140° C.; 1H NMR (CDCl3) δ: 2.29 (s, 3H), 2.6 (m, 1H), 3.85 (s, 3H), 4.75 (s, 2H), 6.93-8.17 (m, 7H). The reactants are C(C)OC(=O)N1CC(C2=NC=3C=CC=CC3C(=C2CC1)C)OC(=O)OCC (5-(ethoxycarbonyloxy)-1,2,4,5-tetrahydro-11-methyl-3-azepino[4,5-b]quinoline-carboxylic acid ethyl ester), Cl (hydrochloric acid). Yields the product Cl.Cl.OC1CNCCC=2C1=NC=1C=CC=CC1C2C (1,2,4,5-Tetrahydro-5-hydroxy-11-methyl-3H-azepino[4,5-b]quinoline dihydrochloride). Isolated yield 68.0%. As a reaction SMILES: C(OC([N:6]1[CH2:20][CH2:19][C:18]2[C:9](=[N:10][C:11]3[CH:12]=[CH:13][CH:14]=[CH:15][C:16]=3[C:17]=2[CH3:21])[CH:8]([O:22]C(OCC)=O)[CH2:7]1)=O)C.[ClH:28]>>[ClH:28].[ClH:28].[OH:22][CH:8]1[C:9]2=[N:10][C:11]3[CH:12]=[CH:13][CH:14]=[CH:15][C:16]=3[C:17]([CH3:21])=[C:18]2[CH2:19][CH2:20][NH:6][CH2:7]1 |f:2.3.4|. Procedure details: 1,2,4,5-Tetrahydro-5-hydroxy-11-methyl-3H-azepino[4,5-b]quinoline dihydrochloride was prepared from 5-(ethoxycarbonyloxy)-1,2,4,5-tetrahydro-11-methyl-3-azepino[4,5-b]quinoline-carboxylic acid ethyl ester by hydrolysis with 2 N hydrochloric acid for 36 hours at the boiling point. After distilling off the hydrochloric acid, the remaining water was removed by entrainment with benzene, and the raw salt was recrystallized from methanol. The reactants are O (Water), C(#N)C=1C=CC2=C([C@H]([C@@H](C(O2)(COC)COC)O)NC2=NNC(C=C2)=O)C1 ((-)-(3S,4R)-6-cyano-3,4-dihydro-4-[(1,6-dihydro-6-oxo-3-pyridazinyl)amino]-2,2-bis(methoxymethyl)-2H-1-benzopyran-3-ol), BrCCC (1-bromopropane), C([O-])([O-])=O.[K+].[K+] (Potassium carbonate). Solvent: CN(C=O)C (dimethylformamide). Product: C(#N)C=1C=CC2=C([C@H]([C@@H](C(O2)(COC)COC)O)NC2=NN(C(C=C2)=O)CCC)C1 ((-)-(3S,4R)-6-Cyano-3,4-dihydro-4-[(1,6-dihydro-6-oxo-1-n-propyl-3-pyridazinyl)amino]-2,2-bis(methoxymethyl)-2H-1-benzopyran-3-ol). Yield: 49.8%. As a reaction SMILES: [C:1]([C:3]1[CH:4]=[CH:5][C:6]2[O:11][C:10]([CH2:15][O:16][CH3:17])([CH2:12][O:13][CH3:14])[C@@H:9]([OH:18])[C@H:8]([NH:19][C:20]3[CH:25]=[CH:24][C:23](=[O:26])[NH:22][N:21]=3)[C:7]=2[CH:27]=1)#[N:2].Br[CH2:29][CH2:30][CH3:31].C(=O)([O-])[O-].[K+].[K+].O>CN(C)C=O>[C:1]([C:3]1[CH:4]=[CH:5][C:6]2[O:11][C:10]([CH2:12][O:13][CH3:14])([CH2:15][O:16][CH3:17])[C@@H:9]([OH:18])[C@H:8]([NH:19][C:20]3[CH:25]=[CH:24][C:23](=[O:26])[N:22]([CH2:29][CH2:30][CH3:31])[N:21]=3)[C:7]=2[CH:27]=1)#[N:2] |f:2.3.4|. Procedure: (-)-(3S,4R)-6-Cyano-3,4-dihydro-4-[(1,6-dihydro-6-oxo-3-pyridazinyl)amino]-2,2-bis(methoxymethyl)-2H-1-benzopyran-3-ol (60 mg, 0.16 mmol) obtained in Example 8 and 1-bromopropane (0.017 ml, 0.19 mmol) were dissolved in dimethylformamide (1.0 ml). Potassium carbonate (45 mg) was added and the mixture was reacted at 70° C. for 3 hours. Water was added to the reaction mixture and the mixture was extracted with ethyl acetate. The organic layer was washed with saturated brine and dried over anhydrous... Starting materials: CC#N, FC(F)(F)C1CO1, O=S(=O)([O-])C(F)(F)F, O=S(=O)([O-])C(F)(F)F, O=S(=O)([O-])C(F)(F)F, O=[N+]([O-])c1cccc(NCc2cccc(OC(F)(F)C(F)F)c2)c1, [Yb+3]. The product is O=[N+]([O-])c1cccc(N(Cc2cccc(OC(F)(F)C(F)F)c2)CC(O)C(F)(F)F)c1. RXN SMILES: [CH3:57][C:58]#[N:59].[F:25][C:26]([CH:27]1[CH2:28][O:29]1)([F:30])[F:31].[F:32][C:33]([F:34])([F:35])[S:36]([O-:37])(=[O:38])=[O:39].[F:41][C:42]([F:43])([F:44])[S:45]([O-:46])(=[O:47])=[O:48].[F:49][C:50]([F:51])([F:52])[S:53]([O-:54])(=[O:55])=[O:56].[N+:1](=[O:2])([O-:3])[c:4]1[cH:5][c:6]([NH:10][CH2:11][c:12]2[cH:13][c:14]([O:18][C:19]([CH:20]([F:21])[F:22])([F:23])[F:24])[cH:15][cH:16][cH:17]2)[cH:7][cH:8][cH:9]1.[Yb+3:40]>>[N+:1](=[O:2])([O-:3])[c:4]1[cH:5][c:6]([N:10]([CH2:11][c:12]2[cH:13][c:14]([O:18][C:19]([CH:20]([F:21])[F:22])([F:23])[F:24])[cH:15][cH:16][cH:17]2)[CH2:28][CH:27]([C:26]([F:25])([F:30])[F:31])[OH:29])[cH:7][cH:8][cH:9]1. The product is CC1(c2ccncc2)COc2cc(O)ccc2C1CCCCCCCCCSCCCC(F)(F)C(F)(F)F. Reaction SMILES: [B:40]([Br:41])([Br:42])[Br:43].[CH2:49]([Cl:50])[Cl:51].[CH3:1][O:2][c:3]1[cH:4][cH:5][c:6]2[c:11]([cH:12]1)[O:10][CH2:9][C:8]([c:13]1[cH:14][cH:15][n:16][cH:17][cH:18]1)([CH3:19])[CH:7]2[CH2:20][CH2:21][CH2:22][CH2:23][CH2:24][CH2:25][CH2:26][CH2:27][CH2:28][S:29][CH2:30][CH2:31][CH2:32][C:33]([C:34]([F:35])([F:36])[F:37])([F:38])[F:39].[Na+:48].[O-:44][C:45]([OH:46])=[O:47]>>[OH:2][c:3]1[cH:4][cH:5][c:6]2[c:11]([cH:12]1)[O:10][CH2:9][C:8]([c:13]1[cH:14][cH:15][n:16][cH:17][cH:18]1)([CH3:19])[CH:7]2[CH2:20][CH2:21][CH2:22][CH2:23][CH2:24][CH2:25][CH2:26][CH2:27][CH2:28][S:29][CH2:30][CH2:31][CH2:32][C:33]([C:34]([F:35])([F:36])[F:37])([F:38])[F:39]. Starting materials: BrB(Br)Br, ClCCl, COc1ccc2c(c1)OCC(C)(c1ccncc1)C2CCCCCCCCCSCCCC(F)(F)C(F)(F)F, [Na+], O=C([O-])O. Starting materials: Cl (hydrochloric acid), [C@H]12[C@@H](O)C=C[C@H](O1)CO2 (1,6-anhydro-3,4-dideoxy-β-D-threo-hex-3-enopyranose), resultant solution, S(=O)(=O)(C)Cl (mesyl chloride). The solvent is N1=CC=CC=C1 (pyridine). The product is S(=O)(=O)(C)O[C@@H]1[C@H]2O[C@@H](C=C1)CO2 (1,6-anhydro-3,4-dideoxy-2-O-mesyl-β-D-threo-hex-3-enopyranose). The yield is 63.7%. Reaction SMILES: [C@@H:1]12[O:9][CH2:8][C@@H:6]([O:7]1)[CH:5]=[CH:4][C@@H:2]2[OH:3].[S:10](Cl)([CH3:13])(=[O:12])=[O:11].Cl>N1C=CC=CC=1>[S:10]([O:3][C@H:2]1[CH:4]=[CH:5][C@H:6]2[CH2:8][O:9][C@@H:1]1[O:7]2)([CH3:13])(=[O:12])=[O:11]. Reported procedure: 0.25 g (1.98 mmol) of 1,6-anhydro-3,4-dideoxy-β-D-threo-hex-3-enopyranose were dissolved in 2 ml of pyridine, and 0.34 g (3.00 mmol) of mesyl chloride were dropped in this mixture under ice-water cooled conditions. The resultant solution was stirred at 0° C. for 3.5 hours and then stored in a refrigerator overnight. This reaction solution was added to 1N hydrochloric acid under ice-water cooled conditions, and extraction was performed using diethyl ether. The resultant diethyl ether solution was... The reactants are CC1=CC=C(C=C1)COC(=O)NNC(=O)C2=NC=CN=C2 (pH10), [OH-].[Na+] (sodium hydroxide), OC=1C=C2CCC(NC2=CC1)=O (6-hydroxy-3,4-dihydrocarbostyril), [OH-].[Na+] (sodium hydroxide), S(=O)(=O)(OC)OC (dimethyl sulfate). Run in O (water). Product: COC=1C=C2CCC(NC2=CC1)=O (6-Methoxy-3,4-dihydrocarbostyril). As a reaction SMILES: [OH:1][C:2]1[CH:3]=[C:4]2[C:9](=[CH:10][CH:11]=1)[NH:8][C:7](=[O:12])[CH2:6][CH2:5]2.[OH-].[Na+].S(OC)(O[CH3:19])(=O)=O.CC1C=CC(COC(NNC(C2C=NC=CN=2)=O)=O)=CC=1>O>[CH3:19][O:1][C:2]1[CH:3]=[C:4]2[C:9](=[CH:10][CH:11]=1)[NH:8][C:7](=[O:12])[CH2:6][CH2:5]2 |f:1.2|. Reported procedure: To a solution, prepared by mixing 8.2 g. 6-hydroxy-3,4-dihydrocarbostyril with 50 ml. water containing 2 g. sodium hydroxide, was added dropwise with stirring 8.5 ml. dimethyl sulfate (sp. gr. 1.332). During the course of the addition the resulting mixture was maintained at about pH10 by periodic additions of 10% sodium hydroxide solution. The mixture was stirred for 21/2 hours at room temperature, filtered and the collected solids were washed thoroughly with water to give after recrystallizatio... Starting materials: C(C)(=O)C1=NNC(=C1)C(=O)N[C@H](CN1N=C(C=C1)C1=C(C(=C(C=C1)C#N)Cl)C)C ((S)-3-acetyl-N-(1-(3-(3-chloro-4-cyano-2-methylphenyl)-1H-pyrazol-1-yl)-propan-2-yl)-1H-pyrazole-5-carboxamide), [BH4-].[Na+] (sodium borohydride), [Cl-].[NH4+] (ammonium chloride). The solvent is C(C)O (ethanol). The product is ClC=1C(=C(C=CC1C#N)C1=NN(C=C1)C[C@H](C)NC(=O)C1=CC(=NN1)C(C)O)C (N—((S)-1-(3-(3-chloro-4-cyano-2-methylphenyl)-1H-pyrazol-1-yl)propan-2-yl)-3-(1-hydroxyethyl)-1H-pyrazole-5-carboxamide). Isolated yield 99.9%. Reaction SMILES: [C:1]([C:4]1[CH:8]=[C:7]([C:9]([NH:11][C@@H:12]([CH3:29])[CH2:13][N:14]2[CH:18]=[CH:17][C:16]([C:19]3[CH:24]=[CH:23][C:22]([C:25]#[N:26])=[C:21]([Cl:27])[C:20]=3[CH3:28])=[N:15]2)=[O:10])[NH:6][N:5]=1)(=[O:3])[CH3:2].[BH4-].[Na+].[Cl-].[NH4+]>C(O)C>[Cl:27][C:21]1[C:20]([CH3:28])=[C:19]([C:16]2[CH:17]=[CH:18][N:14]([CH2:13][C@@H:12]([NH:11][C:9]([C:7]3[NH:6][N:5]=[C:4]([CH:1]([OH:3])[CH3:2])[CH:8]=3)=[O:10])[CH3:29])[N:15]=2)[CH:24]=[CH:23][C:22]=1[C:25]#[N:26] |f:1.2,3.4|. Procedure: (S)-3-acetyl-N-(1-(3-(3-chloro-4-cyano-2-methylphenyl)-1H-pyrazol-1-yl)-propan-2-yl)-1H-pyrazole-5-carboxamide (0.04 g, 0.097 mmol) as prepared in the previous Example was added in ethanol (5 ml). Solid sodium borohydride (0.018 g, 0.487 mmol) was added to the mixture and it was refluxed for 15 min under nitrogen. To the cooled solution a portion of 10 ml of saturated ammonium chloride was added and the mixture was extracted several times with DCM. The organic extracts were combined and washed w...